This data is from the Open Reaction Database (ORD), a public repository of structured organic reaction records. The task is: describe an organic reaction: reactants, conditions, products, and yield Reactants: N12C[C@@H](C(CC1)CC2)O ((R)-quinuclidin-3-ol), FC1=C(C=CC(=C1)F)C(C(=O)O)N1CCCCC1 (2-(2,4-Difluorophenyl)-2-(piperidin-1-yl)acetic acid), C1CCC(CC1)N=C=NC2CCCCC2 (DCC), C=1C=CC2=C(C1)N=NN2O (HOBT). The solvent is C1CCOC1 (THF). Conditions: time 16 hour. The product is FC1=C(C=CC(=C1)F)C(C(=O)O[C@H]1CN2CCC1CC2)N2CCCCC2 ((R)-quinuclidin-3-yl 2-(2,4-difluorophenyl)-2-(piperidin-1-yl)acetate). Isolated yield 64.6%. As a reaction SMILES: [F:1][C:2]1[CH:7]=[C:6]([F:8])[CH:5]=[CH:4][C:3]=1[CH:9]([N:13]1[CH2:18][CH2:17][CH2:16][CH2:15][CH2:14]1)[C:10]([OH:12])=[O:11].C1CCC(N=C=NC2CCCCC2)CC1.C1C=CC2N(O)N=NC=2C=1.[N:44]12[CH2:51][CH2:50][CH:47]([CH2:48][CH2:49]1)[C@@H:46](O)[CH2:45]2>C1COCC1>[F:1][C:2]1[CH:7]=[C:6]([F:8])[CH:5]=[CH:4][C:3]=1[CH:9]([N:13]1[CH2:18][CH2:17][CH2:16][CH2:15][CH2:14]1)[C:10]([O:12][C@@H:46]1[CH:47]2[CH2:50][CH2:51][N:44]([CH2:49][CH2:48]2)[CH2:45]1)=[O:11]. Procedure details: 2-(2,4-Difluorophenyl)-2-(piperidin-1-yl)acetic acid (304 mg, 1.19 mmol), DCC (491 mg, 2.38 mmol), and HOBT (365 mg, 2.38 mmol) were dissolved in dry THF (12 ml). (R)-quinuclidin-3-ol (454 mg, 3.57 mmol) was added and the mixture was stirred at room temperature for 16 hours. THF was evaporated and the residue was taken up with EtOAc and washed with sat. NaHCO3. The organic phase was dried over Na2SO4, filtered and evaporated to dryness. The crude was purified by flash chromatography (DCM/MeOH=9/...